This data is from the Open Reaction Database (ORD), a public repository of structured organic reaction records. The task is: describe an organic reaction: reactants, conditions, products, and yield The reactants are [BH4-], CO, Cl, CC(=O)Cc1c([N+](=O)[O-])ccc(F)c1F, [Na+]. Yields the product CC(O)Cc1c([N+](=O)[O-])ccc(F)c1F. As a reaction SMILES: [BH4-:16].[CH3:19][OH:20].[ClH:18].[F:1][c:2]1[c:3]([CH2:12][C:13]([CH3:14])=[O:15])[c:4]([N+:9](=[O:10])[O-:11])[cH:5][cH:6][c:7]1[F:8].[Na+:17]>>[F:1][c:2]1[c:3]([CH2:12][CH:13]([CH3:14])[OH:15])[c:4]([N+:9](=[O:10])[O-:11])[cH:5][cH:6][c:7]1[F:8]. Starting materials: CO, COC(Cc1cccc(C)c1[N+](=O)[O-])OC. The product is COC(Cc1cccc(C)c1N)OC. Reaction SMILES: [CH3:17][OH:18].[CH3:1][O:2][CH:3]([CH2:4][c:5]1[c:6]([N+:12]([O-:13])=[O:14])[c:7]([CH3:11])[cH:8][cH:9][cH:10]1)[O:15][CH3:16]>>[CH3:1][O:2][CH:3]([CH2:4][c:5]1[c:6]([NH2:12])[c:7]([CH3:11])[cH:8][cH:9][cH:10]1)[O:15][CH3:16]. Reactants: O=O (O2), stainless steel, CO\C(\C(=O)O)=C/C1=CC=C(C2=C1SC=C2)OCCC=2N=C(OC2C)C2=CC=CC=C2 ((Z)-2-methoxy-3-{4-[2-(5-methyl-2-phenyl-oxazol-4-yl)-ethoxy]-benzo[b]thiophen-7-yl}-acrylic acid), [Ir((S,S)-DBT-Bn-SIPHOX)(COD)]BARF, C1(=CC=CC=C1)[C@H](C)N ((S)-1-phenylethylamine), [H][H] (hydrogen). Run in O1CCCC1 (tetrahydrofuran), CO (methanol). Conditions: time 16 hour. The product is CO[C@H](C(=O)O)CC1=CC=C(C2=C1SC=C2)OCCC=2N=C(OC2C)C2=CC=CC=C2 ((S)-2-methoxy-3-{4-[2-(5-methyl-2-phenyl-oxazol-4-yl)-ethoxy]-benzo[b]thiophen-7-yl}-propionic acid). As a reaction SMILES: O=O.[CH3:3][O:4]/[C:5](=[CH:9]\[C:10]1[C:15]2[S:16][CH:17]=[CH:18][C:14]=2[C:13]([O:19][CH2:20][CH2:21][C:22]2[N:23]=[C:24]([C:28]3[CH:33]=[CH:32][CH:31]=[CH:30][CH:29]=3)[O:25][C:26]=2[CH3:27])=[CH:12][CH:11]=1)/[C:6]([OH:8])=[O:7].C1([C@@H](N)C)C=CC=CC=1.[H][H]>O1CCCC1.CO>[CH3:3][O:4][C@@H:5]([CH2:9][C:10]1[C:15]2[S:16][CH:17]=[CH:18][C:14]=2[C:13]([O:19][CH2:20][CH2:21][C:22]2[N:23]=[C:24]([C:28]3[CH:33]=[CH:32][CH:31]=[CH:30][CH:29]=3)[O:25][C:26]=2[CH3:27])=[CH:12][CH:11]=1)[C:6]([OH:8])=[O:7]. Procedure details: In a glove box (O2 content≦2 ppm), a 185-ml stainless steel autoclave was charged with 2.00 g of (Z)-2-methoxy-3-{4-[2-(5-methyl-2-phenyl-oxazol-4-yl)-ethoxy]-benzo[b]thiophen-7-yl}-acrylic acid (4.59 mmol), 35.9 mg of [Ir((S,S)-DBT-Bn-SIPHOX)(COD)]BARF (0.018 mmol, S/C 250), 24 ml of methanol, 16 ml of tetrahydrofuran and 0.12 ml of (S)-1-phenylethylamine (0.93 mmol). The autoclave was sealed and the hydrogenation was run at 60° C. under 30 bar of hydrogen. After 16 h the autoclave was opened a... The product is CCOC(=O)c1ccc(C=C(C)c2ccc3c(c2)CCC(C)(C)CS3)cc1. RXN SMILES: [CH2:1]([O:2][P:3]([O:4][CH2:5][CH3:18])([CH2:6][c:7]1[cH:8][cH:9][c:10]([C:13](=[O:14])[O:15][CH2:16][CH3:17])[cH:11][cH:12]1)=[O:19])[CH3:20].[CH3:25][C:26](=[O:27])[c:28]1[cH:29][cH:30][c:31]2[c:32]([cH:40]1)[CH2:33][CH2:34][C:35]([CH3:38])([CH3:39])[CH2:36][S:37]2.[CH3:41][N:42]([CH3:43])[CH:44]=[O:45].[H-:21].[H:23][H:24].[Na+:22]>>[CH:6]([c:7]1[cH:8][cH:9][c:10]([C:13](=[O:14])[O:15][CH2:16][CH3:17])[cH:11][cH:12]1)=[C:26]([CH3:25])[c:28]1[cH:29][cH:30][c:31]2[c:32]([cH:40]1)[CH2:33][CH2:34][C:35]([CH3:38])([CH3:39])[CH2:36][S:37]2. Starting materials: CCOC(=O)c1ccc(CP(=O)(OCC)OCC)cc1, CC(=O)c1ccc2c(c1)CCC(C)(C)CS2, CN(C)C=O, [H-], [H][H], [Na+]. Reactants: C(C=C)(=O)OCC(C)O (2-hydroxypropyl acrylate), C(C=C)(=O)OCCCO (3-hydroxypropyl acrylate). Yields the product C=CC(=O)OCCCCCCOC(=O)C=C.C(C=C)(=O)OCCCCCCOC(C=C)=O (HDDA 1,6-hexanediol diacrylate). As a reaction SMILES: [C:1]([O:5][CH2:6][CH:7](O)[CH3:8])(=[O:4])[CH:2]=[CH2:3].[C:10]([O:14][CH2:15][CH2:16][CH2:17]O)(=[O:13])[CH:11]=[CH2:12]>>[CH2:12]=[CH:11][C:10]([O:14][CH2:15][CH2:16][CH2:17][CH2:8][CH2:7][CH2:6][O:5][C:1]([CH:2]=[CH2:3])=[O:4])=[O:13].[C:10]([O:14][CH2:15][CH2:16][CH2:17][CH2:8][CH2:7][CH2:6][O:5][C:1](=[O:4])[CH:2]=[CH2:3])(=[O:13])[CH:11]=[CH2:12] |f:2.3|. Reported procedure: HPA—an isometric mixture of 2-hydroxypropyl acrylate and 3-hydroxypropyl acrylate (available as ROCRYL 430 from Rohm and Haas, Philadelphia, Pa.) Reactants: BrC=1C=CC(=C(C1)C1=NC2=CC=C(C=C2C=C1)C1=NC2=C(N1C1CCCCC1)C=CC(=C2)C(=O)O)O (2-[2-(5-Bromo-2-hydroxy-phenyl)-quinolin-6-yl]-1-cyclohexyl-1H-benzoimidazole-5-carboxylic acid), [OH-].[K+] (KOH), Compound 354e, OC1=C(C(=CC(=C1)OC)OC)C(C)=O ((2-hydroxy-4,6-dimethoxy-phenyl)-ethanone). The solvent is C(C)O (ethanol), C(C)O (ethanol). Yields the product C1(CCCCC1)N1C(=NC2=C1C=CC(=C2)C(=O)O)C=2C=C1C=CC(=NC1=CC2)C2=C(C=C(C=C2OC)OC)O (1-cyclohexyl-2-[2-(2-hydroxy-4,6-dimethoxy-phenyl)-quinolin-6-yl]-1H-benzoimidazole-5-carboxylic acid). The yield is 65.0%. RXN SMILES: BrC1C=CC(O)=C(C2C=[CH:16][C:15]3[C:10](=[CH:11][CH:12]=[C:13]([C:18]4[N:22]([CH:23]5[CH2:28][CH2:27][CH2:26][CH2:25][CH2:24]5)[C:21]5[CH:29]=[CH:30][C:31]([C:33]([OH:35])=[O:34])=[CH:32][C:20]=5[N:19]=4)[CH:14]=3)[N:9]=2)C=1.[OH:37][C:38]1[CH:43]=[C:42]([O:44][CH3:45])[CH:41]=[C:40]([O:46][CH3:47])[C:39]=1[C:48](=O)[CH3:49].[OH-].[K+]>C(O)C>[CH:23]1([N:22]2[C:21]3[CH:29]=[CH:30][C:31]([C:33]([OH:35])=[O:34])=[CH:32][C:20]=3[N:19]=[C:18]2[C:13]2[CH:14]=[C:15]3[C:10](=[CH:11][CH:12]=2)[N:9]=[C:48]([C:39]2[C:40]([O:46][CH3:47])=[CH:41][C:42]([O:44][CH3:45])=[CH:43][C:38]=2[OH:37])[CH:49]=[CH:16]3)[CH2:24][CH2:25][CH2:26][CH2:27][CH2:28]1 |f:2.3|. Procedure details: Following the procedure and workup for Compound 354, Compound 354e (100 mg, 0.256 mmol) was reacted with -(2-hydroxy-4,6-dimethoxy-phenyl)-ethanone (0.256 mmol) in ethanol (2 mL) using 10% w/v KOH in ethanol (506 μL, 0.64 mmol) to produce the title compound (85 mg, 65% yield). Starting materials: O=C(OOC(=O)c1ccccc1)c1ccccc1, CCCCC(=O)C(c1ccccc1)C(C)C, ClC(Cl)(Cl)Cl, O=C1CCC(=O)N1Br. Product: CCCCC(=O)C(Br)(c1ccccc1)C(C)C. RXN SMILES: [C:17]([O:18][O:19][C:20](=[O:21])[c:22]1[cH:23][cH:24][cH:25][cH:26][cH:27]1)(=[O:28])[c:29]1[cH:30][cH:31][cH:32][cH:33][cH:34]1.[CH3:1][CH:2]([CH3:3])[CH:4]([C:5]([CH2:6][CH2:7][CH2:8][CH3:9])=[O:10])[c:11]1[cH:12][cH:13][cH:14][cH:15][cH:16]1.[Cl:43][C:44]([Cl:45])([Cl:46])[Cl:47].[O:35]=[C:36]1[N:37]([Br:42])[C:38](=[O:39])[CH2:40][CH2:41]1>>[CH3:1][CH:2]([CH3:3])[C:4]([C:5]([CH2:6][CH2:7][CH2:8][CH3:9])=[O:10])([c:11]1[cH:12][cH:13][cH:14][cH:15][cH:16]1)[Br:42].